This data is from the Open Reaction Database (ORD), a public repository of structured organic reaction records. The task is: describe an organic reaction: reactants, conditions, products, and yield The reactants are C(C)OC1CCC(N1)=O (5-ethoxy-pyrrolidin-2-one), hydrated potassium hydroxide, COC1=CC=C(CBr)C=C1 (4-methoxybenzyl bromide). Reagents/catalysts: [Br-].C(CCC)[N+](CCCC)(CCCC)CCCC (tetra-n-butylammonium bromide). The solvent is O1CCCC1 (tetrahydrofuran), O1CCCC1 (tetrahydrofuran). Reaction conditions: time 1 hour. Yields the product COC1=CC=C(CN2C(CCC2OCC)=O)C=C1 (1-(4-methoxybenzyl)-2-oxo-5-ethoxy-pyrrolidine). Isolated yield 71.4%. As a reaction SMILES: [CH2:1]([O:3][CH:4]1[NH:8][C:7](=[O:9])[CH2:6][CH2:5]1)[CH3:2].[CH3:10][O:11][C:12]1[CH:19]=[CH:18][C:15]([CH2:16]Br)=[CH:14][CH:13]=1>[Br-].C([N+](CCCC)(CCCC)CCCC)CCC.O1CCCC1>[CH3:10][O:11][C:12]1[CH:19]=[CH:18][C:15]([CH2:16][N:8]2[CH:4]([O:3][CH2:1][CH3:2])[CH2:5][CH2:6][C:7]2=[O:9])=[CH:14][CH:13]=1 |f:2.3|. Procedure: To a mixture of 2.25 g of 5-ethoxy-pyrrolidin-2-one, 1.23 g of hydrated potassium hydroxide and 0.2 g of tetra-n-butylammonium bromide in 45 cm3 of tetrahydrofuran, there is added, without exceeding 30° C., a solution of 3.5 g of 4-methoxybenzyl bromide in 15 cm3 of tetrahydrofuran. After agitating for 1 hour at ambient temperature, filtering and evaporating the solvent under reduced pressure, the residue is taken up with water and extracted with ethyl acetate. The extracts are dried and the sol... Starting materials: ClCCOC(N1C(NCC1)=N[N+](=O)[O-])OCCCl (1-[bis-(2-chloroethoxy)methyl]-2-nitroiminoimidazolidine), C([O-])([O-])=O.[K+].[K+] (potassium carbonate), ClC1=NC=C(C=C1)CCl (2-chloro-5-chloromethylpyridine), CS(=O)C (dimethyl sulfoxide). The solvent is O (water). Yields the product ClCCOC(N1C(N(CC1)CC=1C=CC(=NC1)Cl)=N[N+](=O)[O-])OCCCl (1-[bis-(2-chloroethoxy)-methyl]-2-nitroimino-3-(2-chloropyridin-5-ylmethyl)imidazolidine). The yield is 61.8%. As a reaction SMILES: [Cl:1][CH2:2][CH2:3][O:4][CH:5]([O:15][CH2:16][CH2:17][Cl:18])[N:6]1[CH2:10][CH2:9][NH:8][C:7]1=[N:11][N+:12]([O-:14])=[O:13].C(=O)([O-])[O-].[K+].[K+].[Cl:25][C:26]1[CH:31]=[CH:30][C:29]([CH2:32]Cl)=[CH:28][N:27]=1.CS(C)=O>O>[Cl:1][CH2:2][CH2:3][O:4][CH:5]([O:15][CH2:16][CH2:17][Cl:18])[N:6]1[CH2:10][CH2:9][N:8]([CH2:32][C:29]2[CH:30]=[CH:31][C:26]([Cl:25])=[N:27][CH:28]=2)[C:7]1=[N:11][N+:12]([O-:14])=[O:13] |f:1.2.3|. Procedure: 16.0 g of 1-[bis-(2-chloroethoxy)methyl]-2-nitroiminoimidazolidine, 13.0 g of anhydrous potassium carbonate, 13.0 g of 2-chloro-5-chloromethylpyridine and 70 ml of dimethyl sulfoxide were agitated at 70° C. for 1 hour. The reaction mixture was poured into water, and extracted with ethyl acetate. After washing with water, the extract was dried with anhydrous sodium sulfate, after which the solvent was distilled off under reduced pressure. The resultant oily residue was purified by column chromato... The reactants are ClC1=C2C=C(C(=NC2=CC=N1)C1=CC=C(C=C1)C1OCCO1)C1=CC=CC=C1 (5-Chloro-2-(4-[1,3]dioxolan-2-yl-phenyl)-3-phenyl-[1,6]naphthyridine). Solvent: O1CCOCC1 (1,4-dioxane). Run at time 1.3 hour. Product: ClC1=C2C=C(C(=NC2=CC=N1)C1=CC=C(C=O)C=C1)C1=CC=CC=C1 (4-(5-Chloro-3-phenyl-[1,6]naphthyridin-2-yl)-benzaldehyde). RXN SMILES: [Cl:1][C:2]1[N:11]=[CH:10][CH:9]=[C:8]2[C:3]=1[CH:4]=[C:5]([C:23]1[CH:28]=[CH:27][CH:26]=[CH:25][CH:24]=1)[C:6]([C:12]1[CH:17]=[CH:16][C:15]([CH:18]3OCC[O:19]3)=[CH:14][CH:13]=1)=[N:7]2>O1CCOCC1>[Cl:1][C:2]1[N:11]=[CH:10][CH:9]=[C:8]2[C:3]=1[CH:4]=[C:5]([C:23]1[CH:24]=[CH:25][CH:26]=[CH:27][CH:28]=1)[C:6]([C:12]1[CH:17]=[CH:16][C:15]([CH:18]=[O:19])=[CH:14][CH:13]=1)=[N:7]2. Reported procedure: To a solution of 3-3 (5.0 g, 12.9 mmol) in 1,4-dioxane (30 mL) at 0° C. was added 8.5 mL of 3NHCl (25.7 mmol). The mixture was allowed to warm up to room temperature and stirred for 1.3 hr. The reaction was quenched by NaHCO3 (sat) until pF=7-8. The mixture was extracted by EtOAc (×3). The combined organic layers was washed with brine and dried over MgSO4 and concentrated to afford a yellow solid as the desired product A. LC/MS found: M+1=345.1 Run at temperature 130 celsius. Starting materials: FC=1C=C(C=CC1[N+](=O)[O-])O (3-Fluoro4-nitrophenol), N1CCOCC1 (morpholine), C([O-])([O-])=O.[Ca+2] (calcium carbonate). Isolated yield 94.0%. Yields the product O1CCN(CC1)C=1C=C(C=CC1[N+](=O)[O-])O (3-morpholino-4-nitrophenol). Procedure: 3-Fluoro4-nitrophenol (300 mg), morpholine (800 μl), and calcium carbonate (50 mg) were added to dimethylformamide (3 ml), and the mixture was heated at 130° C. for 12 hr. The reaction solution was concentrated, and the residue was purified by chromatography on silica gel using chloroform/acetone for development to give 3-morpholino-4-nitrophenol (400 mg, yield 94%). The resultant 3-morpholino-4-nitrophenol (400 mg) was added to dimethylformamide (3 ml). Palladium hydroxid-carbon (110 mg) and hy... The solvent is CN(C=O)C (dimethylformamide). RXN SMILES: F[C:2]1[CH:3]=[C:4]([OH:11])[CH:5]=[CH:6][C:7]=1[N+:8]([O-:10])=[O:9].[NH:12]1[CH2:17][CH2:16][O:15][CH2:14][CH2:13]1.C(=O)([O-])[O-].[Ca+2]>CN(C)C=O>[O:15]1[CH2:16][CH2:17][N:12]([C:2]2[CH:3]=[C:4]([OH:11])[CH:5]=[CH:6][C:7]=2[N+:8]([O-:10])=[O:9])[CH2:13][CH2:14]1 |f:2.3|.